This data is from the Open Reaction Database (ORD), a public repository of structured organic reaction records. The task is: describe an organic reaction: reactants, conditions, products, and yield Reactants: [BH4-], CC(C)(C)ON=O, C1CCOC1, COc1cc(C2C(C#N)=C(N)Oc3cc(N(C)C)ccc32)cc(Br)c1OC, [Na+]. The product is COc1cc(C2C(C#N)=COc3cc(N(C)C)ccc32)cc(Br)c1OC. As a reaction SMILES: [BH4-:35].[C:28]([O:29][N:30]=[O:31])([CH3:32])([CH3:33])[CH3:34].[CH2:37]1[O:38][CH2:39][CH2:40][CH2:41]1.[NH2:1][C:2]1=[C:11]([C:12]#[N:13])[CH:10]([c:14]2[cH:15][c:16]([Br:24])[c:17]([O:22][CH3:23])[c:18]([O:20][CH3:21])[cH:19]2)[c:9]2[c:4]([cH:5][c:6]([N:25]([CH3:26])[CH3:27])[cH:7][cH:8]2)[O:3]1.[Na+:36]>>[CH:2]1=[C:11]([C:12]#[N:13])[CH:10]([c:14]2[cH:15][c:16]([Br:24])[c:17]([O:22][CH3:23])[c:18]([O:20][CH3:21])[cH:19]2)[c:9]2[c:4]([cH:5][c:6]([N:25]([CH3:26])[CH3:27])[cH:7][cH:8]2)[O:3]1. Starting materials: O=C([O-])[O-], CCO, Clc1ccc2scc(C3=CCNCC3)c2c1, Cl, [K+], [K+], c1cc(OCC2CO2)c2cc[nH]c2c1. Product: OC(COc1cccc2[nH]ccc12)CN1CC=C(c2csc3ccc(Cl)cc23)CC1. Reaction SMILES: [C:32](=[O:33])([O-:34])[O-:35].[CH3:38][CH2:39][OH:40].[Cl:16][c:17]1[cH:18][c:19]2[c:20]([s:21][cH:22][c:23]2[C:24]2=[CH:29][CH2:28][NH:27][CH2:26][CH2:25]2)[cH:30][cH:31]1.[ClH:15].[K+:36].[K+:37].[O:1]1[CH:2]([CH2:4][O:5][c:6]2[c:7]3[cH:8][cH:9][nH:10][c:11]3[cH:12][cH:13][cH:14]2)[CH2:3]1>>[OH:1][CH:2]([CH2:3][N:27]1[CH2:26][CH2:25][C:24]([c:23]2[c:19]3[cH:18][c:17]([Cl:16])[cH:31][cH:30][c:20]3[s:21][cH:22]2)=[CH:29][CH2:28]1)[CH2:4][O:5][c:6]1[c:7]2[cH:8][cH:9][nH:10][c:11]2[cH:12][cH:13][cH:14]1. Starting materials: ClC1=C2C3=CC(CCC3(CC2=CC(=C1Cl)OCC(=O)OCC)C1CC1)=O (Ethyl [(5,6-dichloro-9a-cyclopropyl-3-oxo-1,2,9,9a-tetrahydro-3H-fluoren-7yl)oxy]acetate), [OH-].[Na+] (sodium hydroxide). Solvent: CO (methanol). The product is ClC1=C2C3=CC(CCC3(CC2=CC(=C1Cl)OCC(=O)O)C1CC1)=O ([(5,6-dichloro-3-oxo-9a-cyclopropyl-1,2,9,9a-tetrahydro-3H-fluoren-7-yl)oxy]acetic acid). As a reaction SMILES: [Cl:1][C:2]1[C:14]([Cl:15])=[C:13]([O:16][CH2:17][C:18]([O:20]CC)=[O:19])[CH:12]=[C:11]2[C:3]=1[C:4]1[C:9]([CH:23]3[CH2:25][CH2:24]3)([CH2:10]2)[CH2:8][CH2:7][C:6](=[O:26])[CH:5]=1.[OH-].[Na+]>CO>[Cl:1][C:2]1[C:14]([Cl:15])=[C:13]([O:16][CH2:17][C:18]([OH:20])=[O:19])[CH:12]=[C:11]2[C:3]=1[C:4]1[C:9]([CH:23]3[CH2:24][CH2:25]3)([CH2:10]2)[CH2:8][CH2:7][C:6](=[O:26])[CH:5]=1 |f:1.2|. Procedure details: Ethyl [(5,6-dichloro-9a-cyclopropyl-3-oxo-1,2,9,9a-tetrahydro-3H-fluoren-7yl)oxy]acetate (4.2 gm., 0.011 mole) is added to a solution composed of 20% aqueous sodium hydroxide solution (4.32 ml., 0.022 mole) and methanol (45 ml.). The mixture is stirred and heated at reflux for two hours and then concentrated in vacuo at 50° C. The residue is dissolved in water (50 ml.) and made acid to Congo red paper with 6 normal hydrochloric acid. The solid that separates is removed by filtration, washed with... Reactants: C(CCC)[C@H]1C(N(C1)OCC1=CC=CC=C1)=O ((3R)-3-butyl-1-[(phenylmethyl)oxy]-2-azetidinone), O.[OH-].[Li+] (Lithium hydroxide monohydrate). Run in C1CCOC1.CO (THF MeOH), O (water). Conditions: time 8 hour. Product: C1(=CC=CC=C1)CONC[C@H](C(=O)O)CCCC ((2R)-2-({[(Phenylmethyl)oxy]amino}methyl)hexanoic acid). The yield is 69.2%. RXN SMILES: [CH2:1]([C@@H:5]1[CH2:8][N:7]([O:9][CH2:10][C:11]2[CH:16]=[CH:15][CH:14]=[CH:13][CH:12]=2)[C:6]1=[O:17])[CH2:2][CH2:3][CH3:4].[OH2:18].[OH-].[Li+]>C1COCC1.CO.O>[C:11]1([CH2:10][O:9][NH:7][CH2:8][C@@H:5]([CH2:1][CH2:2][CH2:3][CH3:4])[C:6]([OH:17])=[O:18])[CH:16]=[CH:15][CH:14]=[CH:13][CH:12]=1 |f:1.2.3,4.5|. Procedure details: To a solution of (3R)-3-butyl-1-[(phenylmethyl)oxy]-2-azetidinone (7) (52.8 g, 0.23 mol) in THF/MeOH (3:1, 1500 mL) at 0° C. was added Lithium hydroxide monohydrate (11.4 g, 0.27 mol) in water (375 mL). The mixture was warmed up to rt and stirred overnight. TLC indicated completion of the reaction. Organic solvents were removed under vacuum, and the aqueous solution was washed with DCM, acidified with 4 N HCl to pH ˜2.0, and extracted with DCM. The extracts were dried, filtered and concentrated ... Reported procedure: 30 g (0.087 mol) of 5-(3',5'-di-tert.-butyl-4'-hydroxyphenylethyl)-5-methyl-hydantoin and 13.1 g (0.131 mol) of acrylic acid ethyl ester are dissolved in 100 ml of ethanol, 2 ml of a 40% strength solution of benzyl-trimethyl-ammonium hydroxide in methanol are added and the mixture is heated under reflux for 12 hours, whilst stirring. Thereafter it is neutralised with glacial acetic acid, diluted with 50 ml of water and cooled whilst stirring. The precipitate formed is filtered off, washed with 5... Run in CO (methanol), O (water), C(C)O (ethanol). Isolated yield 74.6%. The reactants are [OH-].C(C1=CC=CC=C1)[N+](C)(C)C (benzyl-trimethyl-ammonium hydroxide), C(C)(=O)O (acetic acid), C(C)(C)(C)C=1C=C(C=C(C1O)C(C)(C)C)CCC1(C(NC(N1)=O)=O)C (5-(3',5'-di-tert.-butyl-4'-hydroxyphenylethyl)-5-methyl-hydantoin), C(C)OC(C=C)=O (acrylic acid ethyl ester). RXN SMILES: [C:1]([C:5]1[CH:6]=[C:7]([CH2:16][CH2:17][C:18]2([CH3:25])[NH:22][C:21](=[O:23])[NH:20][C:19]2=[O:24])[CH:8]=[C:9]([C:12]([CH3:15])([CH3:14])[CH3:13])[C:10]=1[OH:11])([CH3:4])([CH3:3])[CH3:2].[CH2:26]([O:28][C:29](=[O:32])[CH:30]=[CH2:31])[CH3:27].[OH-].C([N+](C)(C)C)C1C=CC=CC=1.C(O)(=O)C>C(O)C.CO.O>[C:12]([C:9]1[CH:8]=[C:7]([CH2:16][CH2:17][C:18]2([CH3:25])[NH:22][C:21](=[O:23])[N:20]([CH2:31][CH2:30][C:29]([O:28][CH2:26][CH3:27])=[O:32])[C:19]2=[O:24])[CH:6]=[C:5]([C:1]([CH3:2])([CH3:3])[CH3:4])[C:10]=1[OH:11])([CH3:15])([CH3:14])[CH3:13] |f:2.3|. Yields the product C(C)(C)(C)C=1C=C(C=C(C1O)C(C)(C)C)CCC1(C(N(C(N1)=O)CCC(=O)OCC)=O)C (5-(3',5'-ditert.-butyl-4'-hydroxy-phenylethyl)-5-methyl-3-ethoxycarbonylethyl-hydantoin). Reactants: ClC1=CC=C(C=C1)C(C)=O (4′-chloroacetophenone), C=CC1=CC=CC=C1 (styrene), C1(CCCCC1)C(C1CCCCC1)N (dicyclohexylmethylamine). The reagents and catalysts are C=1C=CC(=CC1)/C=C/C(=O)/C=C/C2=CC=CC=C2.C=1C=CC(=CC1)/C=C/C(=O)/C=C/C2=CC=CC=C2.C=1C=CC(=CC1)/C=C/C(=O)/C=C/C2=CC=CC=C2.[Pd].[Pd] (tris(dibenzylideneacetone)dipalladium), C1(=CC=CC=C1)[B-](C1=CC=CC=C1)(C1=CC=CC=C1)C1=CC=CC=C1.C(C)(C)(C)[PH+](C(C)(C)C)C(C)(C)C (tri-tert-butylphosphonium tetraphenylborate). Solvent: O1CCCC1 (tetrahydrofuran). The product is C(C)(=O)C1=CC=C(C=C1)\C=C\C1=CC=CC=C1 ((trans)-4-acetylstilbene). The yield is 75.0%. Reaction SMILES: Cl[C:2]1[CH:7]=[CH:6][C:5]([C:8](=[O:10])[CH3:9])=[CH:4][CH:3]=1.[CH2:11]=[CH:12][C:13]1[CH:18]=[CH:17][CH:16]=[CH:15][CH:14]=1.C1(C(N)C2CCCCC2)CCCCC1>C1C=CC(/C=C/C(/C=C/C2C=CC=CC=2)=O)=CC=1.C1C=CC(/C=C/C(/C=C/C2C=CC=CC=2)=O)=CC=1.C1C=CC(/C=C/C(/C=C/C2C=CC=CC=2)=O)=CC=1.[Pd].[Pd].C1([B-](C2C=CC=CC=2)(C2C=CC=CC=2)C2C=CC=CC=2)C=CC=CC=1.C([PH+](C(C)(C)C)C(C)(C)C)(C)(C)C.O1CCCC1>[C:8]([C:5]1[CH:6]=[CH:7][C:2](/[CH:11]=[CH:12]/[C:13]2[CH:18]=[CH:17][CH:16]=[CH:15][CH:14]=2)=[CH:3][CH:4]=1)(=[O:10])[CH3:9] |f:3.4.5.6.7,8.9|. Procedure: A 30-ml four-necked flask was equipped with a stirrer, a thermometer and a reflux condenser. 0.773 g (5 mmol) of 4′-chloroacetophenone, 1.042 g (10 mmol) of styrene, 0.034 g (0.038 mmol) of tris(dibenzylideneacetone)dipalladium (0), 1.074 g (5.5 mmol) of dicyclohexylmethylamine and 5 ml of tetrahydrofuran were weighed in the flask, followed by stirring. Further, 0.078 g (0.15 mmol) of tri-tert-butylphosphonium tetraphenylborate obtained in Example A-1 was weighed in air and added into the flask.... The reactants are Cl.C(C1=CC=CC=C1)(C1=CC=CC=C1)[C@@H]1CNCC[C@@H]1OCC1=CC(=CC(=C1)C(F)(F)F)C(F)(F)F (cis-3-Benzhydryl-4-[[3,5-bis(trifluoromethyl)benzyl]oxy]piperidine hydrochloride), Cl.N1=C(C=CC=C1)CC(=O)O (2-pyridineacetic acid hydrochloride). The product is C(C1=CC=CC=C1)(C1=CC=CC=C1)[C@@H]1CN(CC[C@@H]1OCC1=CC(=CC(=C1)C(F)(F)F)C(F)(F)F)C(CC1=NC=CC=C1)=O (cis-3-Benzhydryl-4-[[3,5-bis(trifluoromethyl)benzyl]oxy]-1-(2-pyridinylacetyl)piperidine). Procedure details: The compound (31.8 mg) obtained in Example 25 and 2-pyridineacetic acid hydrochloride (20.8 mg) were reacted and treated in the same manner as in the method described in Example.32 to obtain the title compound. Reaction SMILES: Cl.[CH:2]([C@H:15]1[C@@H:20]([O:21][CH2:22][C:23]2[CH:28]=[C:27]([C:29]([F:32])([F:31])[F:30])[CH:26]=[C:25]([C:33]([F:36])([F:35])[F:34])[CH:24]=2)[CH2:19][CH2:18][NH:17][CH2:16]1)([C:9]1[CH:14]=[CH:13][CH:12]=[CH:11][CH:10]=1)[C:3]1[CH:8]=[CH:7][CH:6]=[CH:5][CH:4]=1.Cl.[N:38]1[CH:43]=[CH:42][CH:41]=[CH:40][C:39]=1[CH2:44][C:45](O)=[O:46]>>[CH:2]([C@H:15]1[C@@H:20]([O:21][CH2:22][C:23]2[CH:28]=[C:27]([C:29]([F:30])([F:31])[F:32])[CH:26]=[C:25]([C:33]([F:36])([F:34])[F:35])[CH:24]=2)[CH2:19][CH2:18][N:17]([C:45](=[O:46])[CH2:44][C:39]2[CH:40]=[CH:41][CH:42]=[CH:43][N:38]=2)[CH2:16]1)([C:9]1[CH:14]=[CH:13][CH:12]=[CH:11][CH:10]=1)[C:3]1[CH:4]=[CH:5][CH:6]=[CH:7][CH:8]=1 |f:0.1,2.3|.